This data is from the Open Reaction Database (ORD), a public repository of structured organic reaction records. The task is: describe an organic reaction: reactants, conditions, products, and yield Starting materials: ClC=1C=C2CCN(C2=CC1)C1=C(C=CC=C1)NC(=O)N1CCN(CC1)C (N-[2-(5-chloro-2,3-dihydro-1H-indol- 1-yl)phenyl]-4-methyl-1-piperazinecarboxamide), N1C=CN=CC2=C1C=CC=C2 ([1,4]benzodiazepine). Product: CN1CCN(CC1)C1=NC2=C(N3C4=C1C=C(C=C4CC3)Cl)C=CC=C2 (6-(4-Methyl-1-piperazinyl)-4-chloro-1,2-dihydrobenzo[b]-pyrrolo[3,2,1-jk][1,4]benzodiazepine). Reaction SMILES: [Cl:1][C:2]1[CH:3]=[C:4]2[C:8](=[CH:9][CH:10]=1)[N:7]([C:11]1[CH:16]=[CH:15][CH:14]=[CH:13][C:12]=1[NH:17][C:18]([N:20]1[CH2:25][CH2:24][N:23]([CH3:26])[CH2:22][CH2:21]1)=O)[CH2:6][CH2:5]2.N1C2C=CC=CC=2C=NC=C1>>[CH3:26][N:23]1[CH2:24][CH2:25][N:20]([C:18]2[C:9]3[CH:10]=[C:2]([Cl:1])[CH:3]=[C:4]4[CH2:5][CH2:6][N:7]([C:8]=34)[C:11]3[CH:16]=[CH:15][CH:14]=[CH:13][C:12]=3[N:17]=2)[CH2:21][CH2:22]1. Procedure: It is predicted that if the N-[2-(5-chloro-2,3-dihydro-1H-indol- 1-yl)phenyl]-4-methyl-1-piperazinecarboxamide of Example 12a is treated in the manner of Example 4c that 6-(4-methyl-1-piperazinyl)-4-chloro-1,2-dihydrobenzo[b]3,2,1-jk][1,4]benzodiazepine will be obtained. The reactants are C[Si](C)(C)C#C (Trimethylsilylacetylene), 3, C1(=CC=CC=C1)P(C1=CC=CC=C1)C1=CC=CC=C1 (triphenylphosphine), N#N (N2), C1=CC2=C1C=CC(=C2)N2C(C=1C(C2=O)=CC(=CC1)Br)=O (N-4-benzocyclobutenyl 4-bromophthalimide). The reagents and catalysts are C(C)(=O)[O-].[Pd+2].C(C)(=O)[O-] (palladium acetate). The solvent is CCN(CC)CC (NEt3). Conditions: time 8 hour. Product: C1=CC2=C1C=CC(=C2)N2C(C=1C(C2=O)=CC(=CC1)C#C[Si](C)(C)C)=O (N-4-benzocyclobutenyl 4-trimethylsilylethynyl phthalimide). Reaction SMILES: N#N.[CH:3]1[C:6]2[CH:7]=[CH:8][C:9]([N:11]3[C:15](=[O:16])[C:14]4=[CH:17][C:18](Br)=[CH:19][CH:20]=[C:13]4[C:12]3=[O:22])=[CH:10][C:5]=2[CH:4]=1.C1(P(C2C=CC=CC=2)C2C=CC=CC=2)C=CC=CC=1.[CH3:42][Si:43]([C:46]#[CH:47])([CH3:45])[CH3:44]>C([O-])(=O)C.[Pd+2].C([O-])(=O)C.CCN(CC)CC>[CH:3]1[C:6]2[CH:7]=[CH:8][C:9]([N:11]3[C:15](=[O:16])[C:14]4=[CH:17][C:18]([C:47]#[C:46][Si:43]([CH3:45])([CH3:44])[CH3:42])=[CH:19][CH:20]=[C:13]4[C:12]3=[O:22])=[CH:10][C:5]=2[CH:4]=1 |f:4.5.6|. Procedure details: In a 100 ml 3 necked round-bottomed flask, equipped with a thermometer, reflux condensor and N2 -adaptor, were placed N-4-benzocyclobutenyl 4-bromophthalimide (4.00 g, 12.2 mmol), palladium acetate (24 mg), triphenylphosphine (48 mg) and 60 ml of dry NEt3. The resultant reaction mixture was refluxed under N2 for about 15 minutes. Then, it was allowed to cool slowly to room temperature under N2. Trimethylsilylacetylene (2.50g, 25.4 mmol) was introduced into the reaction mixture via the reflux con... Reactants: CCN(CC)CCNC(=O)c1cc(C)c(C=O)[nH]1, C1CCNCC1, CCO, O=C1Cc2c(cccc2-c2ccc(F)cc2)N1. The product is CCN(CC)CCNC(=O)c1cc(C)c(C=C2C(=O)Nc3cccc(-c4ccc(F)cc4)c32)[nH]1. RXN SMILES: [CH2:18]([CH3:19])[N:20]([CH2:21][CH2:22][NH:23][C:24](=[O:25])[c:26]1[nH:27][c:28]([CH:32]=[O:33])[c:29]([CH3:31])[cH:30]1)[CH2:34][CH3:35].[CH2:36]1[CH2:37][CH2:38][NH:39][CH2:40][CH2:41]1.[CH3:42][CH2:43][OH:44].[F:1][c:2]1[cH:3][cH:4][c:5](-[c:8]2[c:9]3[c:13]([cH:14][cH:15][cH:16]2)[NH:12][C:11](=[O:17])[CH2:10]3)[cH:6][cH:7]1>>[F:1][c:2]1[cH:3][cH:4][c:5](-[c:8]2[c:9]3[c:13]([cH:14][cH:15][cH:16]2)[NH:12][C:11](=[O:17])[C:10]3=[CH:32][c:28]2[nH:27][c:26]([C:24]([NH:23][CH2:22][CH2:21][N:20]([CH2:18][CH3:19])[CH2:34][CH3:35])=[O:25])[cH:30][c:29]2[CH3:31])[cH:6][cH:7]1. The solvent is C(C)#N (acetonitrile). As a reaction SMILES: [Cl:1][C:2]1[CH:7]=[C:6]([Cl:8])[C:5]([OH:9])=[CH:4][C:3]=1[N:10]1[C:18](=[O:19])[C:13]2=[CH:14][CH2:15][CH2:16][CH2:17][N:12]2[C:11]1=[O:20].[CH2:21](Br)[CH:22]=[CH2:23].C(=O)([O-])[O-].[K+].[K+].[Cl-].[NH4+]>C(#N)C>[CH2:23]([O:9][C:5]1[C:6]([Cl:8])=[CH:7][C:2]([Cl:1])=[C:3]([N:10]2[C:18](=[O:19])[C:13]3=[CH:14][CH2:15][CH2:16][CH2:17][N:12]3[C:11]2=[O:20])[CH:4]=1)[CH:22]=[CH2:21] |f:2.3.4,5.6|. Product: C(C=C)OC=1C(=CC(=C(C1)N1C(N2C(=CCCC2)C1=O)=O)Cl)Cl (2-(5-allyloxy-2,4-dichlorophenyl)-5,6-dihydroimidazo [1,5-a] pyridine-1,3[2H, 7H]-dione). The yield is 73.9%. Procedure details: An acetonitrile (10 mL) solution of 2-(2,4-dichloro-5-hydroxyphenyl)-5,6-dihydroimidazo [1,5-a] pyridine-1,3[2H, 7H]-dione (0.50 g, 1.61 mmol), allylbromide (0.15 mL, 1.77 mmol) and potassium carbonate (0.22 g, 1.61 mmol) was stirred for 2 hours under reflux. A saturated ammonium chloride solution (20 mL) was added to the resulting mixture and the organic layer was separated. The aqueous layer was extracted with diethyl ether (10 mL×2 times), and the organic layer combined was washed with a satu... Reactants: ClC1=C(C=C(C(=C1)Cl)O)N1C(N2C(=CCCC2)C1=O)=O (2-(2,4-dichloro-5-hydroxyphenyl)-5,6-dihydroimidazo [1,5-a] pyridine-1,3[2H, 7H]-dione), C(C=C)Br (allylbromide), C([O-])([O-])=O.[K+].[K+] (potassium carbonate), [Cl-].[NH4+] (ammonium chloride).